From a dataset of the Open Reaction Database (ORD), a public repository of structured organic reaction records. describe an organic reaction: reactants, conditions, products, and yield Reactants: O (Water), N(=NC(=O)OCC)C(=O)OCC (Diethyl azodicarboxylate), C(C)(C)(C)OC(=O)NC=1C(=C(C=C(C1)C#N)C(CN(C(OC(C)(C)C)=O)CCO)O)Cl (tert-butyl (2-(3-((tert-butoxycarbonyl)amino)-2-chloro-5-cyanophenyl)-2-hydroxyethyl)(2-hydroxyethyl)carbamate), C1(=CC=CC=C1)P(C1=CC=CC=C1)C1=CC=CC=C1 (triphenylphosphine). The solvent is C1(=CC=CC=C1)C (toluene). Reaction conditions: time 8 hour. Yields the product C(C)(C)(C)OC(=O)NC=1C(=C(C=C(C1)C#N)C1CN(CCO1)C(=O)OC(C)(C)C)Cl (tert-butyl 2-(3-((tert-butoxycarbonyl)amino)-2-chloro-5-cyanophenyl)morpholine-4-carboxylate). The yield is 67.5%. As a reaction SMILES: N(C(OCC)=O)=NC(OCC)=O.[C:13]([O:17][C:18]([NH:20][C:21]1[C:22]([Cl:43])=[C:23]([CH:29]([OH:42])[CH2:30][N:31]([CH2:39][CH2:40]O)[C:32](=[O:38])[O:33][C:34]([CH3:37])([CH3:36])[CH3:35])[CH:24]=[C:25]([C:27]#[N:28])[CH:26]=1)=[O:19])([CH3:16])([CH3:15])[CH3:14].C1(P(C2C=CC=CC=2)C2C=CC=CC=2)C=CC=CC=1.O>C1(C)C=CC=CC=1>[C:13]([O:17][C:18]([NH:20][C:21]1[C:22]([Cl:43])=[C:23]([CH:29]2[O:42][CH2:40][CH2:39][N:31]([C:32]([O:33][C:34]([CH3:37])([CH3:35])[CH3:36])=[O:38])[CH2:30]2)[CH:24]=[C:25]([C:27]#[N:28])[CH:26]=1)=[O:19])([CH3:15])([CH3:14])[CH3:16]. Procedure details: Diethyl azodicarboxylate (203 μL, 1.28 mmol) was added to a solution of tert-butyl (2-(3-((tert-butoxycarbonyl)amino)-2-chloro-5-cyanophenyl)-2-hydroxyethyl)(2-hydroxyethyl)carbamate (389 mg, 0.853 mmol) and triphenylphosphine (336 mg, 1.28 mmol) in dry toluene (9.0 mL) at room temperature. This was left stirring overnight. Water was added and the reaction was extracted with EtOAc. The organic phase was dried with sodium sulfate and the solvent was removed. Radial silica gel chromatography eluti... Starting materials: C[O-].[Na+] (Sodium methoxide), O1C2=C(NC(C1)=O)N=CC=C2 (2H-pyrido[3,2-b][1,4]oxazin-3(4H)-one), N1C(=CC=C1)C=O (pyrrole-2-carboxaldehyde). The solvent is CN(C)C=O (DMF). Conditions: time 8 hour. Yields the product N1C(=CC=C1)C=C1C(NC2=C(O1)C=CC=N2)=O (2-[(Pyrrol-2-yl)methylene]-2H-pyrido[3,2-b][1,4]oxazin-3(4H)-one). RXN SMILES: C[O-].[Na+].[O:4]1[CH2:9][C:8](=[O:10])[NH:7][C:6]2[N:11]=[CH:12][CH:13]=[CH:14][C:5]1=2.[NH:15]1[CH:19]=[CH:18][CH:17]=[C:16]1[CH:20]=O>CN(C=O)C>[NH:15]1[CH:19]=[CH:18][CH:17]=[C:16]1[CH:20]=[C:9]1[O:4][C:5]2[CH:14]=[CH:13][CH:12]=[N:11][C:6]=2[NH:7][C:8]1=[O:10] |f:0.1|. Procedure: Sodium methoxide (0.65 g, 0.012 mol) was added in one portion to a mixture of 2H-pyrido[3,2-b][1,4]oxazin-3(4H)-one (1.50 g, 0.01 mol) and pyrrole-2-carboxaldehyde (1.58 g, 0.016 mol) in dry DMF (10 ml). The reaction mixture was refluxed for 48 h, then cooled to room temperature, poured into crushed ice and left overnight at 4° C. The precipitated solid was filtered off, washed with water and dried. The dark solid was boiled with ethanol (150 ml) and filtered hot to remove impurities. The filtra...